Task: describe an organic reaction: reactants, conditions, products, and yield. Dataset: the Open Reaction Database (ORD), a public repository of structured organic reaction records Starting materials: ClC1=NC(=C2N=CN(C2=N1)[C@H]1[C@@H]([C@@H]([C@H](C1)NC(CC)=O)O)O)NC(CC)CC (N-{(1S,2R,3S,4R)-4-[2-Chloro-6-(1-ethyl-propylamino)-purin-9-yl]-2,3-dihydroxy-cyclopentyl}-propionamide), C(C)(C)(C)OC(N(C(CC)=O)[C@@H]1C=C[C@@H](C1)N1C2=NC(=NC(=C2N=C1)Cl)Cl)=O ([(1S,4R)-4-(2,6-Dichloro-purin-9-yl)-cyclopent-2-enyl]-propionyl-carbamic acid tert-butyl ester), NCCN1CCCCC1 (1-(2-aminoethyl)-piperidine). Yields the product C(C)C(CC)NC1=C2N=CN(C2=NC(=N1)NCCN1CCCCC1)[C@H]1[C@@H]([C@@H]([C@H](C1)NC(CC)=O)O)O (N-{(1S,2R,3S,4R)-4-[6-(1-Ethyl-propylamino)-2-(2-piperidin-1-yl-ethylamino)-purin-9-yl]-2,3-dihydroxy-cyclopentyl}-propionamide). As a reaction SMILES: Cl[C:2]1[N:10]=[C:9]2[C:5]([N:6]=[CH:7][N:8]2[C@@H:11]2[CH2:15][C@H:14]([NH:16][C:17](=[O:20])[CH2:18][CH3:19])[C@@H:13]([OH:21])[C@H:12]2[OH:22])=[C:4]([NH:23][CH:24]([CH2:27][CH3:28])[CH2:25][CH3:26])[N:3]=1.C(OC(=O)N([C@H:40]1[CH2:44][C@@H:43]([N:45]2[CH:53]=[N:52][C:51]3[C:46]2=NC(Cl)=NC=3Cl)C=[CH:41]1)C(=O)CC)(C)(C)C.NCCN1CCCCC1>>[CH2:25]([CH:24]([NH:23][C:4]1[N:3]=[C:2]([NH:52][CH2:51][CH2:46][N:45]2[CH2:53][CH2:41][CH2:40][CH2:44][CH2:43]2)[N:10]=[C:9]2[C:5]=1[N:6]=[CH:7][N:8]2[C@@H:11]1[CH2:15][C@H:14]([NH:16][C:17](=[O:20])[CH2:18][CH3:19])[C@@H:13]([OH:21])[C@H:12]1[OH:22])[CH2:27][CH3:28])[CH3:26]. Procedure details: N-{(1S,2R,3S,4R)-4-[2-Chloro-6-(1-ethyl-propylamino)-purin-9-yl]-2,3-dihydroxy-cyclopentyl}-propionamide (the compound of Example 14) is reacted with 1-(2-aminoethyl)-piperidine to give the title compound using a procedure analogous to that of Example 9. MS (ES+) m/e 503 (MH+). The product is NNc1cc(CO)ccn1. Starting materials: CC(C)O, OCc1ccnc(Cl)c1, NN, O. As a reaction SMILES: [CH3:13][CH:14]([OH:15])[CH3:16].[Cl:1][c:2]1[n:3][cH:4][cH:5][c:6]([CH2:8][OH:9])[cH:7]1.[NH2:11][NH2:12].[OH2:10]>>[c:2]1([NH:11][NH2:12])[n:3][cH:4][cH:5][c:6]([CH2:8][OH:9])[cH:7]1. The reactants are ClC1=C(C=CC=C1Cl)C1C(=C(N(C(=C1C(=O)OCOC(C(C)(C)C)=O)C)COC)C)C(=O)OCOC(C(C)(C)C)=O (bis(pivaloyloxymethyl) 4-(2,3-dichloro-phenyl)-1,4-dihydro-2,6-dimethyl-l-methoxymethyl-3,5-pyridinedicarboxylate). Solvent: C(C)(C)OC(C)C (isopropyl ether), O (water). Conditions: temperature 25 celsius, time 4 hour. Product: ClC1=C(C=CC=C1Cl)C1C(=C(N(C(=C1C(=O)OCOC(C(C)(C)C)=O)C)COC)C)C(=O)O ((+)-4-(2,3-dichlorophenyl)-1,4-dihydro-2,6-dimethyl-1-methoxymethyl-5-pivaloyloxymethoxycarbonyl-3-pyridinecarboxylic acid). Yield: 81.0%. RXN SMILES: [Cl:1][C:2]1[C:7]([Cl:8])=[CH:6][CH:5]=[CH:4][C:3]=1[CH:9]1[C:14]([C:15]([O:17]COC(=O)C(C)(C)C)=[O:16])=[C:13]([CH3:26])[N:12]([CH2:27][O:28][CH3:29])[C:11]([CH3:30])=[C:10]1[C:31]([O:33][CH2:34][O:35][C:36](=[O:41])[C:37]([CH3:40])([CH3:39])[CH3:38])=[O:32]>C(OC(C)C)(C)C.O>[Cl:1][C:2]1[C:7]([Cl:8])=[CH:6][CH:5]=[CH:4][C:3]=1[CH:9]1[C:10]([C:31]([O:33][CH2:34][O:35][C:36](=[O:41])[C:37]([CH3:38])([CH3:39])[CH3:40])=[O:32])=[C:11]([CH3:30])[N:12]([CH2:27][O:28][CH3:29])[C:13]([CH3:26])=[C:14]1[C:15]([OH:17])=[O:16]. Procedure: In 15 ml of isopropyl ether saturated with water was dissolved 614 mg of bis(pivaloyloxymethyl) 4-(2,3-dichloro-phenyl)-1,4-dihydro-2,6-dimethyl-l-methoxymethyl-3,5-pyridinedicarboxylate obtained in Example 6, and 100 mg of Lipase B was added thereto, followed by stirring at 25° C. for 4 hours. Any insoluble matter was removed by filtration and washed with dichloromethane. The filtrate was concentrated under reduced pressure. The residue was purified by silica gel column chromatography (ethyl ac... Starting materials: C(C1=CC=CC=C1)OC(=O)N1CCC(CC1)C(NC1=NC=NC(=C1)Cl)=O (4-(6-chloro-pyrimidin-4-ylcarbamoyl)-piperidine-1-carboxylic acid benzyl ester), C(C1=CC=CC=C1)OC1=C(C=CC=C1)B(O)O (2-benzyloxyphenylboronic acid), C1(=CC=CC=C1)P(C1=CC=CC=C1)C1=CC=CC=C1 (triphenylphosphine). The reagents and catalysts are C(C)(=O)[O-].[Pd+2].C(C)(=O)[O-] (palladium(II) acetate). Run in C([O-])([O-])=O.[Na+].[Na+] (sodium carbonate), O1CCOCC1 (1,4-dioxane). Reaction conditions: temperature 110 celsius. The product is C(C1=CC=CC=C1)OC(=O)N1CCC(CC1)C(NC1=NC=NC(=C1)C1=C(C=CC=C1)OCC1=CC=CC=C1)=O (4-[6-(2-benzyloxy-phenyl)-pyrimidin-4-ylcarbamoyl]-piperidine-1-carboxylic acid benzyl ester). Isolated yield 62.2%. Reaction SMILES: [CH2:1]([O:8][C:9]([N:11]1[CH2:16][CH2:15][CH:14]([C:17](=[O:26])[NH:18][C:19]2[CH:24]=[C:23](Cl)[N:22]=[CH:21][N:20]=2)[CH2:13][CH2:12]1)=[O:10])[C:2]1[CH:7]=[CH:6][CH:5]=[CH:4][CH:3]=1.[CH2:27]([O:34][C:35]1[CH:40]=[CH:39][CH:38]=[CH:37][C:36]=1B(O)O)[C:28]1[CH:33]=[CH:32][CH:31]=[CH:30][CH:29]=1.C1(P(C2C=CC=CC=2)C2C=CC=CC=2)C=CC=CC=1>C(=O)([O-])[O-].[Na+].[Na+].O1CCOCC1.C([O-])(=O)C.[Pd+2].C([O-])(=O)C>[CH2:1]([O:8][C:9]([N:11]1[CH2:16][CH2:15][CH:14]([C:17](=[O:26])[NH:18][C:19]2[CH:24]=[C:23]([C:36]3[CH:37]=[CH:38][CH:39]=[CH:40][C:35]=3[O:34][CH2:27][C:28]3[CH:29]=[CH:30][CH:31]=[CH:32][CH:33]=3)[N:22]=[CH:21][N:20]=2)[CH2:13][CH2:12]1)=[O:10])[C:2]1[CH:7]=[CH:6][CH:5]=[CH:4][CH:3]=1 |f:3.4.5,7.8.9|. Reported procedure: To a stirred mixture of 4-(6-chloro-pyrimidin-4-ylcarbamoyl)-piperidine-1-carboxylic acid benzyl ester (VIII) (0.74 g, 2.0 mmol) and 2-benzyloxyphenylboronic acid (0.50 g, 2.2 mmol) in saturated sodium carbonate solution (4 ml) and 1,4-dioxane (4 ml) was added palladium(II) acetate (0.09 g, 0.40 mmol) followed by triphenylphosphine (0.105 g, 0.400 mmol) at room temperature under an atmosphere of nitrogen. The resulting mixture was heated to reflux at 110° C. for one hour and monitored by TLC. Th...